The task is: describe an organic reaction: reactants, conditions, products, and yield. This data is from the Open Reaction Database (ORD), a public repository of structured organic reaction records. Starting materials: CC(CNC1=C(C=NC2=CC(=CC=C12)OCC1=CC=CC=C1)[N+](=O)[O-])(C)NS(=O)(=O)C (N-[1,1-Dimethyl-2-(3-nitro-7-benzyloxyquinolin-4-ylamino)ethyl]methanesulfonamide). The reagents and catalysts are [Pt] (platinum on carbon). The solvent is C(C)#N (acetonitrile). Run at time 2 hour. The product is NC=1C=NC2=CC(=CC=C2C1NCC(C)(C)NS(=O)(=O)C)OCC1=CC=CC=C1 (N-[2-(3-amino-7-benzyloxyquinolin-4-ylamino)-1,1-dimethylethyl]methanesulfonamide). Isolated yield 91.3%. Reaction SMILES: [CH3:1][C:2]([NH:27][S:28]([CH3:31])(=[O:30])=[O:29])([CH3:26])[CH2:3][NH:4][C:5]1[C:14]2[C:9](=[CH:10][C:11]([O:15][CH2:16][C:17]3[CH:22]=[CH:21][CH:20]=[CH:19][CH:18]=3)=[CH:12][CH:13]=2)[N:8]=[CH:7][C:6]=1[N+:23]([O-])=O>[Pt].C(#N)C>[NH2:23][C:6]1[CH:7]=[N:8][C:9]2[C:14]([C:5]=1[NH:4][CH2:3][C:2]([NH:27][S:28]([CH3:31])(=[O:29])=[O:30])([CH3:26])[CH3:1])=[CH:13][CH:12]=[C:11]([O:15][CH2:16][C:17]1[CH:18]=[CH:19][CH:20]=[CH:21][CH:22]=1)[CH:10]=2. Reported procedure: N-[1,1-Dimethyl-2-(3-nitro-7-benzyloxyquinolin-4-ylamino)ethyl]methanesulfonamide (14.8 g, 33.3 mmol) was mixed with acetonitrile (300 mL) and added to a Parr flask; 5% platinum on carbon (2 g) was added. The reaction was flushed with nitrogen and placed under hydrogen pressure (40 psi, 2.8×105 Pa) for 5.5 hours with the hydrogen replaced after two hours. An analysis by TLC indicated the presence of starting material. Additional acetonitrile (200 mL) and 5% platinum on carbon (2 g) were added, a... Isolated yield 55.9%. Reported procedure: 2-Pyrrolidone-5-carboxylic acid (2.0 g, 15.5 mmol) and 2-methylanisole (2.1 mL, 17.0 mmol) were added to a mixture of 1.0 g (3.52 mmol) of phosphorous pentoxide and 6.7 mL methanesulfonic acid. The mixture was heated at 100° C. for 2 hr, cooled down to rt, and poured into a mixture of H2O and CH2Cl2. The aqueous layer was separated, and extracted with CH2Cl2 (3×20 mL). Organic layers were combined, washed with sat'd NaHCO3, dried over MgSO4, and concentrated. Chromatography on a Biotage 40+M car... Starting materials: N1C(CCC1C(=O)O)=O (2-Pyrrolidone-5-carboxylic acid), CC1=C(C=CC=C1)OC (2-methylanisole), O=P12OP3(=O)OP(=O)(O1)OP(=O)(O2)O3 (phosphorous pentoxide), CS(=O)(=O)O (methanesulfonic acid). Conditions: temperature 100 celsius. The solvent is C(Cl)Cl (CH2Cl2), O (H2O). Product: COC1=C(C=C(C=C1)C1CCC(N1)=O)C (5-(4-Methoxy-3-methyl-phenyl)-2-pyrrolidinone). Reaction SMILES: [NH:1]1[CH:5]([C:6](O)=O)[CH2:4][CH2:3][C:2]1=[O:9].[CH3:10][C:11]1[CH:16]=C[CH:14]=[CH:13][C:12]=1[O:17][CH3:18].O=P12OP3(OP(OP(O3)(O1)=O)(=O)O2)=O.CS(O)(=O)=O>C(Cl)Cl.O>[CH3:18][O:17][C:12]1[CH:13]=[CH:14][C:6]([CH:5]2[NH:1][C:2](=[O:9])[CH2:3][CH2:4]2)=[CH:10][C:11]=1[CH3:16]. Reactants: CC12CN(CCCn3nc(Br)c(=O)[nH]c3=O)CC1(c1ccc(C(F)(F)F)cc1)C2, COCCOC, COCCOC, OB(O)c1cccnc1F, [Na+], [Na+], O=C([O-])[O-], O, c1ccc(-c2ccccc2P(C2CCCCC2)C2CCCCC2)cc1. Product: CC12CN(CCCn3nc(-c4cccnc4F)c(=O)[nH]c3=O)CC1(c1ccc(C(F)(F)F)cc1)C2. Reaction SMILES: [Br:1][c:2]1[c:3](=[O:29])[nH:4][c:5](=[O:28])[n:6]([CH2:8][CH2:9][CH2:10][N:11]2[CH2:12][C:13]3([CH3:27])[CH2:14][C:15]3([c:17]3[cH:18][cH:19][c:20]([C:23]([F:24])([F:25])[F:26])[cH:21][cH:22]3)[CH2:16]2)[n:7]1.[CH3:71][O:72][CH2:73][CH2:74][O:75][CH3:76].[CH3:78][O:79][CH2:80][CH2:81][O:82][CH3:83].[F:30][c:31]1[n:32][cH:33][cH:34][cH:35][c:36]1[B:37]([OH:38])[OH:39].[Na+:40].[Na+:41].[O-:42][C:43](=[O:44])[O-:45].[OH2:77].[c:46]1(-[c:47]2[cH:48][cH:49][cH:50][cH:51][cH:52]2)[cH:53][cH:54][cH:55][cH:56][c:57]1[P:58]([CH:59]1[CH2:60][CH2:61][CH2:62][CH2:63][CH2:64]1)[CH:65]1[CH2:66][CH2:67][CH2:68][CH2:69][CH2:70]1>>[c:2]1(-[c:36]2[c:31]([F:30])[n:32][cH:33][cH:34][cH:35]2)[c:3](=[O:29])[nH:4][c:5](=[O:28])[n:6]([CH2:8][CH2:9][CH2:10][N:11]2[CH2:12][C:13]3([CH3:27])[CH2:14][C:15]3([c:17]3[cH:18][cH:19][c:20]([C:23]([F:24])([F:25])[F:26])[cH:21][cH:22]3)[CH2:16]2)[n:7]1.